Dataset: the Open Reaction Database (ORD), a public repository of structured organic reaction records. Task: describe an organic reaction: reactants, conditions, products, and yield The reactants are ClCCl, OCc1cn2ccccc2n1, O=S(Cl)Cl. The product is ClCc1cn2ccccc2n1. Reaction SMILES: [Cl:16][CH2:17][Cl:18].[OH:1][CH2:2][c:3]1[n:4][c:5]2[n:6]([cH:7][cH:8][cH:9][cH:10]2)[cH:11]1.[S:12]([Cl:13])([Cl:14])=[O:15]>>[CH2:2]([c:3]1[n:4][c:5]2[n:6]([cH:7][cH:8][cH:9][cH:10]2)[cH:11]1)[Cl:14].